describe an organic reaction: reactants, conditions, products, and yield From a dataset of the Open Reaction Database (ORD), a public repository of structured organic reaction records. The reactants are C(C)(C)[C@@H]1NC(OC1)=O (4-(S)-isopropyl-2-oxazolidinone), C(CCCCCCC)(=O)Cl (octanoyl chloride). Product: C(C)(C)[C@@H]1N(C(OC1)=O)C(CCCCCCC)=O (4-(S)-Isopropyl-3-(1-oxooctyl)-2-oxazolidinone). Yield: 93.9%. As a reaction SMILES: [CH:1]([C@H:4]1[CH2:8][O:7][C:6](=[O:9])[NH:5]1)([CH3:3])[CH3:2].[C:10](Cl)(=[O:18])[CH2:11][CH2:12][CH2:13][CH2:14][CH2:15][CH2:16][CH3:17]>>[CH:1]([C@H:4]1[CH2:8][O:7][C:6](=[O:9])[N:5]1[C:10](=[O:18])[CH2:11][CH2:12][CH2:13][CH2:14][CH2:15][CH2:16][CH3:17])([CH3:3])[CH3:2]. Procedure details: Following the procedure described in Referential Example 3, but using 4-(S)-isopropyl-2-oxazolidinone (5.06 g) and octanoyl chloride (6.67 g), the desired compound (9.39 g) was obtained. Reactants: O(C1=CC=CC=C1)CC(=O)O (phenoxyacetic acid), C(CC)NC1CC2=CC=CC(=C2CC1)OC ((+)-2-(N-n-propylamino)-5-methoxytetralin), crude mixture, CC1=C(OCC(=O)O)C=C(C=C1)C (2,5-dimethylphenoxyacetic acid), C(CC)NC1CC2=CC=CC(=C2CC1)OC ((-)-2-(N-n-propylamino)-5-methoxytetralin), pet ether EtOAc. Product: COC1=C2CCC(CC2=CC=C1)N(CCC)CCOC1=C(C=CC(=C1)C)C ((+)-1,2,3,4-tetrahydro-5-methoxy-N-[-2[(2,5-dimethyl) phenoxy]ethyl]-N-propyl-2-naphthalenamine). As a reaction SMILES: O(CC(O)=O)C1C=CC=CC=1.[CH3:12][C:13]1[CH:23]=[CH:22][C:21]([CH3:24])=[CH:20][C:14]=1[O:15][CH2:16][C:17](O)=O.[CH2:25]([NH:28][CH:29]1[CH2:38][CH2:37][C:36]2[C:31](=[CH:32][CH:33]=[CH:34][C:35]=2[O:39][CH3:40])[CH2:30]1)[CH2:26][CH3:27]>>[CH3:40][O:39][C:35]1[CH:34]=[CH:33][CH:32]=[C:31]2[C:36]=1[CH2:37][CH2:38][CH:29]([N:28]([CH2:17][CH2:16][O:15][C:14]1[CH:20]=[C:21]([CH3:24])[CH:22]=[CH:23][C:13]=1[CH3:12])[CH2:25][CH2:26][CH3:27])[CH2:30]2. Procedure: In Example 29, phenoxyacetic acid was replaced by 2,5-dimethylphenoxyacetic acid and (-)-2-(N-n-propylamino)-5-methoxytetralin was replaced by (+)-2-(N-n-propylamino)-5-methoxytetralin. The crude mixture was subjected to flash chromatography (Silica: 9:1 pet ether/EtOAc) and the product showed characteristic peaks at: NMR (300 MHz, CDCl3) δ 7.1-6.6(m, 6H), 4.0(t, 2H), 3.8(s, 3H), 2.3(s, 3H), 2.15(s, 3H), 0.9(t,3H).